This data is from the Open Reaction Database (ORD), a public repository of structured organic reaction records. The task is: describe an organic reaction: reactants, conditions, products, and yield Starting materials: CCOc1cc(N2CCC(CCS(C)(=O)=O)CC2)c(C)cc1N, COc1ccc(-c2nc3ccccn3c2-c2ccnc(Cl)n2)cc1C(=O)Nc1c(F)cccc1F, Cl, OCC(F)(F)F. Yields the product CCOc1cc(N2CCC(CCS(C)(=O)=O)CC2)c(C)cc1Nc1nccc(-c2c(-c3ccc(OC)c(C(=O)Nc4c(F)cccc4F)c3)nc3ccccn23)n1. As a reaction SMILES: [CH2:36]([CH3:37])[O:38][c:39]1[c:40]([NH2:41])[cH:42][c:43]([CH3:58])[c:44]([N:46]2[CH2:47][CH2:48][CH:49]([CH2:52][CH2:53][S:54](=[O:55])(=[O:56])[CH3:57])[CH2:50][CH2:51]2)[cH:45]1.[Cl:1][c:2]1[n:3][cH:4][cH:5][c:6](-[c:8]2[c:9](-[c:17]3[cH:18][cH:19][c:20]([O:34][CH3:35])[c:21]([C:22](=[O:23])[NH:24][c:25]4[c:26]([F:32])[cH:27][cH:28][cH:29][c:30]4[F:31])[cH:33]3)[n:10][c:11]3[n:12]2[cH:13][cH:14][cH:15][cH:16]3)[n:7]1.[ClH:59].[OH:60][CH2:61][C:62]([F:63])([F:64])[F:65]>>[c:2]1([NH:41][c:40]2[c:39]([O:38][CH2:36][CH3:37])[cH:45][c:44]([N:46]3[CH2:47][CH2:48][CH:49]([CH2:52][CH2:53][S:54](=[O:55])(=[O:56])[CH3:57])[CH2:50][CH2:51]3)[c:43]([CH3:58])[cH:42]2)[n:3][cH:4][cH:5][c:6](-[c:8]2[c:9](-[c:17]3[cH:18][cH:19][c:20]([O:34][CH3:35])[c:21]([C:22](=[O:23])[NH:24][c:25]4[c:26]([F:32])[cH:27][cH:28][cH:29][c:30]4[F:31])[cH:33]3)[n:10][c:11]3[n:12]2[cH:13][cH:14][cH:15][cH:16]3)[n:7]1. Starting materials: O=Cc1ccc(OCc2ccccc2)c([N+](=O)[O-])c1, CCOCC(=O)OCC, ClCCl, CC(C)(C)[O-], CC(=O)O, Cc1ccccc1, [K+], C1CCOC1, Cc1ccc(S(=O)(=O)O)cc1. Product: CCOC(=O)C(=Cc1ccc(OCc2ccccc2)c([N+](=O)[O-])c1)OCC. RXN SMILES: [CH2:1]([c:2]1[cH:3][cH:4][cH:5][cH:6][cH:7]1)[O:8][c:9]1[c:10]([N+:17](=[O:18])[O-:19])[cH:11][c:12]([CH:13]=[O:14])[cH:15][cH:16]1.[CH2:20]([CH3:21])[O:22][CH2:23][C:24](=[O:25])[O:26][CH2:27][CH3:28].[CH2:62]([Cl:63])[Cl:64].[CH3:29][C:30]([CH3:31])([O-:32])[CH3:33].[CH3:35][C:36](=[O:37])[OH:38].[CH3:55][c:56]1[cH:57][cH:58][cH:59][cH:60][cH:61]1.[K+:34].[O:50]1[CH2:51][CH2:52][CH2:53][CH2:54]1.[c:39]1([CH3:40])[cH:41][cH:42][c:43]([S:44]([OH:45])(=[O:46])=[O:47])[cH:48][cH:49]1>>[CH2:1]([c:2]1[cH:3][cH:4][cH:5][cH:6][cH:7]1)[O:8][c:9]1[c:10]([N+:17](=[O:18])[O-:19])[cH:11][c:12]([CH:13]=[C:23]([O:22][CH2:20][CH3:21])[C:24](=[O:25])[O:26][CH2:27][CH3:28])[cH:15][cH:16]1. Reactants: [N+](=O)([O-])C=1C=CC2=C([C@@H]3[C@H]([C@](O2)(C(OC)OC)C)O3)C1 ((2S,3R,4R)-6-nitro-2-methyl-2-dimethoxymethyl-3,4-epoxy-3,4-dihydro-2H-1-benzopyran), FC1=CC=C(C=C1)NCC=1N=NN(N1)C (N-(4-fluorophenyl)-N-(2-methyl-2H-tetrazol-5-ylmethyl)amine). Yields the product [N+](=O)([O-])C=1C=CC2=C([C@@H]([C@H]([C@](O2)(C(OC)OC)C)O)N(CC=2N=NN(N2)C)C2=CC=C(C=C2)F)C1 ((2S,3R,4S)-6-nitro-4-[N-(4-fluorophenyl)-N-(2-methyl-2H-tetrazol-5-ylmethyl)amino]-3-hydroxy-2-methyl-2-dimethoxymethyl-3,4-dihydro-2H-1-benzopyran). Yield: 67.6%. As a reaction SMILES: [N+:1]([C:4]1[CH:5]=[CH:6][C:7]2[O:12][C@:11]([CH3:18])([CH:13]([O:16][CH3:17])[O:14][CH3:15])[C@@H:10]3[O:19][C@@H:9]3[C:8]=2[CH:20]=1)([O-:3])=[O:2].[F:21][C:22]1[CH:27]=[CH:26][C:25]([NH:28][CH2:29][C:30]2[N:31]=[N:32][N:33]([CH3:35])[N:34]=2)=[CH:24][CH:23]=1>>[N+:1]([C:4]1[CH:5]=[CH:6][C:7]2[O:12][C@:11]([CH3:18])([CH:13]([O:16][CH3:17])[O:14][CH3:15])[C@H:10]([OH:19])[C@@H:9]([N:28]([C:25]3[CH:26]=[CH:27][C:22]([F:21])=[CH:23][CH:24]=3)[CH2:29][C:30]3[N:31]=[N:32][N:33]([CH3:35])[N:34]=3)[C:8]=2[CH:20]=1)([O-:3])=[O:2]. Procedure: The same procedure as step 3 of example 1 was accomplished, except for using epoxide compound (450 mg, 1.6 mmol) obtained in step 1 of example 2 and N-(4-fluorophenyl)-N-(2-methyl-2H-tetrazol-5-ylmethyl)amine (332 mg, 1.6 mmol). The crude product was purified by silica gel column chromatography (developing solvent-n-hexane:ethyl acetate=1:1), to give desired compound (528 mg, yield: 69%). The reactants are C(C1=CC=CC=C1)OCC(=O)N(C)C(C(C(C)C)=O)SC1=CC(=CC(=C1)Cl)Cl (2-benzyloxy-N-[1-(3,5-dichlorophenylthio)-3-methyl-2-oxobutyl]-N-methylacetamide), C(C)(=O)[O-].[NH4+] (ammonium acetate). The solvent is C(C)(=O)O (acetic acid). Run at time 1 hour. Yields the product C(C1=CC=CC=C1)OCC=1N(C(=C(N1)C(C)C)SC1=CC(=CC(=C1)Cl)Cl)C (2-Benzyloxymethyl-5-(3,5-dichlorophenylthio)-4-isopropyl-1-methyl-1H-imidazole). Reaction SMILES: C([O-])(=O)C.[NH4+:5].[CH2:6]([O:13][CH2:14][C:15]([N:17]([CH:19]([S:25][C:26]1[CH:31]=[C:30]([Cl:32])[CH:29]=[C:28]([Cl:33])[CH:27]=1)[C:20](=O)[CH:21]([CH3:23])[CH3:22])[CH3:18])=O)[C:7]1[CH:12]=[CH:11][CH:10]=[CH:9][CH:8]=1>C(O)(=O)C>[CH2:6]([O:13][CH2:14][C:15]1[N:17]([CH3:18])[C:19]([S:25][C:26]2[CH:31]=[C:30]([Cl:32])[CH:29]=[C:28]([Cl:33])[CH:27]=2)=[C:20]([CH:21]([CH3:23])[CH3:22])[N:5]=1)[C:7]1[CH:12]=[CH:11][CH:10]=[CH:9][CH:8]=1 |f:0.1|. Reported procedure: In acetic acid was dissolved 2-benzyloxy-N-[1-(3,5-dichlorophenylthio)-3-methyl-2-oxobutyl]-N-methylacetamide (20), followed by addition of ammonium acetate, and the mixture was refluxed under heating. After 1 hour, the reaction mixture was concentrated under reduced pressure, neutralized with sodium hydroxide, and then, extracted with ethyl acetate. The extract was washed with saturated brine, dried over anhydrous sodium sulfate, and filtered. The filtrate was concentrated to give 2-benzyloxyme... Isolated yield 69.7%. Starting materials: NC1=C(C=CC=C1OC)C(O)C1=C(C=CC=C1F)F ((2-amino-3-methoxyphenyl)(2,6-difluorophenyl)methanol), [OH-].[Na+] (sodium hydroxide), C(C)[SiH](CC)CC (triethylsilane), FC(C(=O)O)(F)F (trifluoroacetic acid). Run at temperature 40 celsius. Reaction SMILES: [NH2:1][C:2]1[C:7]([O:8][CH3:9])=[CH:6][CH:5]=[CH:4][C:3]=1[CH:10]([C:12]1[C:17]([F:18])=[CH:16][CH:15]=[CH:14][C:13]=1[F:19])O.C([SiH](CC)CC)C.FC(F)(F)C(O)=O.[OH-].[Na+]>ClCCl>[F:18][C:17]1[CH:16]=[CH:15][CH:14]=[C:13]([F:19])[C:12]=1[CH2:10][C:3]1[CH:4]=[CH:5][CH:6]=[C:7]([O:8][CH3:9])[C:2]=1[NH2:1] |f:3.4|. Reported procedure: The reaction mixture composed of 5.8 g of (2-amino-3-methoxyphenyl)(2,6-difluorophenyl)methanol, 11 ml of triethylsilane (3 eq.), 10 ml of trifluoroacetic acid (3.9 eq.) in 90 ml of dichloromethane is heated for 6 hours at 40° C. After one night at room temperature, the reaction medium is slowly hydrolyzed in the cold state with 6N sodium hydroxide, the organic phase is dried over anhydrous sodium sulfate and concentrated. The residue is purified by filtration on silica H, eluting with dichlorom... Yields the product FC1=C(CC2=C(N)C(=CC=C2)OC)C(=CC=C1)F (2-(2,6-Difluorobenzyl)-6-methoxyaniline). Run in ClCCl (dichloromethane).